This data is from the Open Reaction Database (ORD), a public repository of structured organic reaction records. The task is: describe an organic reaction: reactants, conditions, products, and yield Reactants: CNCCN(C)C, Cc1nc2c(OC3CCOc4cc(F)cc(F)c43)cc(C(=O)O)cc2[nH]1. Yields the product Cc1nc2c(OC3CCOc4cc(F)cc(F)c43)cc(C(=O)N(C)CCN(C)C)cc2[nH]1. RXN SMILES: [CH3:27][N:28]([CH2:29][CH2:30][NH:31][CH3:32])[CH3:33].[F:1][c:2]1[c:3]2[c:8]([cH:9][c:10]([F:12])[cH:11]1)[O:7][CH2:6][CH2:5][CH:4]2[O:13][c:14]1[cH:15][c:16]([C:24](=[O:25])[OH:26])[cH:17][c:18]2[nH:19][c:20]([CH3:23])[n:21][c:22]12>>[F:1][c:2]1[c:3]2[c:8]([cH:9][c:10]([F:12])[cH:11]1)[O:7][CH2:6][CH2:5][CH:4]2[O:13][c:14]1[cH:15][c:16]([C:24](=[O:26])[N:31]([CH2:30][CH2:29][N:28]([CH3:27])[CH3:33])[CH3:32])[cH:17][c:18]2[nH:19][c:20]([CH3:23])[n:21][c:22]12. The reactants are COC([C@H](O)C1C(C=CC=C1)(OC(C)(C)OC)C1=CC=C(C=C1)Cl)=O ((R)-2-(4-chlorophenyl)-2-(1-methoxy-1-methylethyloxy)mandelic acid methyl ester), CO (methanol), [BH4-].[Na+] (sodium borohydride). The product is ClC1=CC=C(C=C1)[C@H](CO)OC(C)(C)OC ((R)-2-(4-Chlorophenyl)-2-(1-methoxy-1-methylethyloxy)ethanol). As a reaction SMILES: COC(=O)[C@@H](C1C=CC=[CH:8][C:7]1([C:18]1[CH:23]=[CH:22][C:21]([Cl:24])=[CH:20][CH:19]=1)[O:12][C:13]([O:16][CH3:17])([CH3:15])[CH3:14])O.[BH4-].[Na+].C[OH:29]>>[Cl:24][C:21]1[CH:20]=[CH:19][C:18]([C@@H:7]([O:12][C:13]([O:16][CH3:17])([CH3:14])[CH3:15])[CH2:8][OH:29])=[CH:23][CH:22]=1 |f:1.2|. Procedure: Into methanol (20 ml) were added (R)-2-(4-chlorophenyl)-2-(1-methoxy-1-methylethyloxy)mandelic acid methyl ester obtained in 2) above (6.0 g) and further, under ice-cooling, sodium borohydride (4.35 g). The resulting mixture was stirred at the same temperature, neutralized and the reaction mixture was concentrated. Ethyl acetate and water were added to the resulting residue and the organic layer was collected by layer separation. The organic layer was washed with a saturated aqueous sodium chlor... The reactants are BrCc1ccccc1, O=C([O-])[O-], COc1cccc(S(=O)(=O)NC(C(=O)O)C(C)(C)C)c1, [K+], [K+], CN(C)C=O. Yields the product COc1cccc(S(=O)(=O)NC(C(=O)OCc2ccccc2)C(C)(C)C)c1. RXN SMILES: [Br:27][CH2:28][c:29]1[cH:30][cH:31][cH:32][cH:33][cH:34]1.[C:21](=[O:22])([O-:23])[O-:24].[CH3:1][O:2][c:3]1[cH:4][c:5]([S:9](=[O:10])(=[O:11])[NH:12][CH:13]([C:14]([CH3:15])([CH3:16])[CH3:17])[C:18](=[O:19])[OH:20])[cH:6][cH:7][cH:8]1.[K+:25].[K+:26].[O:35]=[CH:36][N:37]([CH3:38])[CH3:39]>>[CH3:1][O:2][c:3]1[cH:4][c:5]([S:9](=[O:10])(=[O:11])[NH:12][CH:13]([C:14]([CH3:15])([CH3:16])[CH3:17])[C:18]([O:19][CH2:28][c:29]2[cH:30][cH:31][cH:32][cH:33][cH:34]2)=[O:20])[cH:6][cH:7][cH:8]1. Reactants: F[B-](F)(F)F, CN(C)C=O, CCN(C(C)C)C(C)C, O=C(O)c1cnoc1-c1cccc(F)c1, c1ccc(C2CCNC2)cc1, CN(C)C(On1nnc2ccccc21)=[N+](C)C. The product is O=C(c1cnoc1-c1cccc(F)c1)N1CCC(c2ccccc2)C1. As a reaction SMILES: [B-:27]([F:28])([F:29])([F:30])[F:31].[CH3:58][N:59]([CH3:60])[CH:61]=[O:62].[CH:49]([N:50]([CH:51]([CH3:52])[CH3:53])[CH2:54][CH3:55])([CH3:56])[CH3:57].[F:1][c:2]1[cH:3][c:4](-[c:8]2[c:9]([C:13](=[O:14])[OH:15])[cH:10][n:11][o:12]2)[cH:5][cH:6][cH:7]1.[c:16]1([CH:22]2[CH2:23][NH:24][CH2:25][CH2:26]2)[cH:17][cH:18][cH:19][cH:20][cH:21]1.[n:32]1([O:33][C:34]([N:35]([CH3:36])[CH3:37])=[N+:38]([CH3:39])[CH3:40])[c:41]2[cH:42][cH:43][cH:44][cH:45][c:46]2[n:47][n:48]1>>[F:1][c:2]1[cH:3][c:4](-[c:8]2[c:9]([C:13](=[O:15])[N:24]3[CH2:23][CH:22]([c:16]4[cH:17][cH:18][cH:19][cH:20][cH:21]4)[CH2:26][CH2:25]3)[cH:10][n:11][o:12]2)[cH:5][cH:6][cH:7]1. Reactants: IC[Si](C)(C)C (iodomethyl-trimethylsilane), COC(CNC(=O)OCC1=CC=CC=C1)=O (N-benzyloxycarbonyl glycine methyl ester), C(C)(C)NC(C)C.[Li] (lithium diisopropylamine), CN(CCN(C)C)C (tetramethylethylene diamine). Run in CN(P(=O)(N(C)C)N(C)C)C (hexamethylphosphoramide), C1CCOC1 (THF), C1CCOC1 (THF). Run at temperature -78 celsius, time 2 hour. Product: C(C1=CC=CC=C1)OC(=O)NC(C(=O)OC)C[Si](C)(C)C (2-Benzyloxycarbonylamino-3-trimethylsilyl-propanoic acid, methyl ester). The yield is 55.6%. RXN SMILES: [CH3:1][O:2][C:3](=[O:16])[CH2:4][NH:5][C:6]([O:8][CH2:9][C:10]1[CH:15]=[CH:14][CH:13]=[CH:12][CH:11]=1)=[O:7].C(NC(C)C)(C)C.[Li].CN(C)CCN(C)C.I[CH2:34][Si:35]([CH3:38])([CH3:37])[CH3:36]>C1COCC1.CN(C)P(N(C)C)(N(C)C)=O>[CH2:9]([O:8][C:6]([NH:5][CH:4]([CH2:34][Si:35]([CH3:38])([CH3:37])[CH3:36])[C:3]([O:2][CH3:1])=[O:16])=[O:7])[C:10]1[CH:15]=[CH:14][CH:13]=[CH:12][CH:11]=1 |f:1.2,^1:23|. Reported procedure: A solution of 5.58 g (25 mmol) of N-benzyloxycarbonyl glycine methyl ester in dry THF (70 ml) is added dropwise to a solution at -78° C. of lithium diisopropylamine (8.76 ml, 62.5 mmol) and tetramethylethylene diamine (9.43 ml, 62.5 mmol) in dry THF (100 ml), under nitrogen. After the addition is complete, the solution is stirred for 2 hours at -78° C., then 15 minutes at -30° C. and cooled to -78° C. A solution of 5.36 g (25 mmol) of iodomethyl-trimethylsilane in dry hexamethylphosphoramide (39... Reactants: C(C)[C@](N(C(C)=O)N1C(N(CCC1)CCC1=NC=2NCCCC2C=C1)=O)(CC(=O)O)C=1C=NC=CC1 (Ethyl 2-oxo-3-[2-(5,6,7,8-tetrahydro-[1,8]naphthyridin-2-yl)ethyl]-tetrahydropyrimidin-1-yl-acetyl-3(S)-pyridin-3-yl-β-alanine), [OH-].[Na+] (NaOH), C(C)O (ethanol). Run at time 1 hour. The product is CCOC(=O)C.CCO.[NH4+].[OH-].O (EtOAc EtOH NH4OH H2O), O=C1N(CCCN1CCC1=NC=2NCCCC2C=C1)N([C@@H](CC(=O)O)C=1C=NC=CC1)C(C)=O (2-Oxo-3-[2-(5,6,7,8-tetrahydro-[1,8]naphthyridin-2-yl}ethyl]-tetrahydropyrimidin-1-yl-acetyl-3-(S)-pyridin-3-yl-β-alanine). RXN SMILES: C([C@@:3]([C:31]1[CH:32]=[N:33][CH:34]=[CH:35][CH:36]=1)([CH2:27][C:28]([OH:30])=[O:29])[N:4]([N:8]1[CH2:13][CH2:12][CH2:11][N:10]([CH2:14][CH2:15][C:16]2[CH:25]=[CH:24][C:23]3[CH2:22][CH2:21][CH2:20][NH:19][C:18]=3[N:17]=2)[C:9]1=[O:26])[C:5](=[O:7])[CH3:6])C.[OH-:37].[Na+].[CH2:39]([OH:41])[CH3:40]>>[CH3:39][CH2:40][O:30][C:28]([CH3:27])=[O:29].[CH3:6][CH2:5][OH:7].[NH4+:4].[OH-:41].[OH2:37].[O:26]=[C:9]1[N:10]([CH2:14][CH2:15][C:16]2[CH:25]=[CH:24][C:23]3[CH2:22][CH2:21][CH2:20][NH:19][C:18]=3[N:17]=2)[CH2:11][CH2:12][CH2:13][N:8]1[N:4]([C:5](=[O:7])[CH3:6])[C@H:3]([C:31]1[CH:32]=[N:33][CH:34]=[CH:35][CH:36]=1)[CH2:27][C:28]([OH:30])=[O:29] |f:1.2,4.5.6.7.8|. Procedure details: A mixture of 5-11 (100 mg, 0.22 mmol), 1N NaOH (300 μL), and ethanol (1 mL) was stirred at ambient temperature for 1 hr, followed by concentration. Flash chromatography (silica, 25:10:1:1 to 15:10:1:1 EtOAc/EtOH/NH4OH/H2O) gave 5-12 as a white solid. TLC RF=0.22 (silica, 10:10:1:1 EtOAc/ethanol/NH4OH, H2O); 1H NMR (300 MHz, CD3OD) δ 8.66 (m, 1H), 8.39 (m, 1H), 7.95 (m, 1H), 7.53 (d, J=8 Hz, 1H), 7.40 (m, 1H), 6.66 (d, J=8 Hz,1H), 5.1 8 (m, 1H), 4.27 (d, J=7 Hz, 1H), 4.16 (m, 1H), 3.64 (d, J=7 Hz...